From a dataset of the Open Reaction Database (ORD), a public repository of structured organic reaction records. describe an organic reaction: reactants, conditions, products, and yield The reactants are CC(=O)OC(C)=O, O=C1OC(COc2ccon2)CN1c1ccc(-n2cnc(C=NO)c2)c(F)c1. The product is N#Cc1cn(-c2ccc(N3CC(COc4ccon4)OC3=O)cc2F)cn1. Reaction SMILES: [CH3:29][C:30]([O:31][C:32](=[O:33])[CH3:34])=[O:35].[F:1][c:2]1[cH:3][c:4]([N:16]2[C:17](=[O:28])[O:18][CH:19]([CH2:21][O:22][c:23]3[n:24][o:25][cH:26][cH:27]3)[CH2:20]2)[cH:5][cH:6][c:7]1-[n:8]1[cH:9][n:10][c:11]([CH:13]=[N:14][OH:15])[cH:12]1>>[F:1][c:2]1[cH:3][c:4]([N:16]2[C:17](=[O:28])[O:18][CH:19]([CH2:21][O:22][c:23]3[n:24][o:25][cH:26][cH:27]3)[CH2:20]2)[cH:5][cH:6][c:7]1-[n:8]1[cH:9][n:10][c:11]([C:13]#[N:14])[cH:12]1. Reactants: ClC1=CC(=NC2=CC=CC=C12)COC1=CC=C(C=C1)C1=NN(C=C1C1=CC=NC=C1)C (4-Chloro-2-[4-(1-methyl-4-pyridin-4-yl-1H-pyrazol-3-yl)-phenoxymethyl]-quinoline), N1=CC=CC2=CC=C3C=CC=NC3=C12 (phenanthroline), C([O-])([O-])=O.[Cs+].[Cs+] (cesium carbonate). Reagents/catalysts: [Cu](I)I (copper iodide). Solvent: CO (methanol). Conditions: temperature 165 celsius. Product: COC1=CC(=NC2=CC=CC=C12)COC1=CC=C(C=C1)C1=NN(C=C1C1=CC=NC=C1)C (4-Methoxy-2-[4-(1-methyl-4-pyridin4-yl-1H-pyrazol-3-yl)-phenoxymethyl]-quinoline). Yield: 59.8%. RXN SMILES: Cl[C:2]1[C:11]2[C:6](=[CH:7][CH:8]=[CH:9][CH:10]=2)[N:5]=[C:4]([CH2:12][O:13][C:14]2[CH:19]=[CH:18][C:17]([C:20]3[C:24]([C:25]4[CH:30]=[CH:29][N:28]=[CH:27][CH:26]=4)=[CH:23][N:22]([CH3:31])[N:21]=3)=[CH:16][CH:15]=2)[CH:3]=1.N1C2C(=CC=C3C=2N=CC=C3)C=CC=1.[C:46](=O)([O-])[O-:47].[Cs+].[Cs+]>CO.[Cu](I)I>[CH3:46][O:47][C:2]1[C:11]2[C:6](=[CH:7][CH:8]=[CH:9][CH:10]=2)[N:5]=[C:4]([CH2:12][O:13][C:14]2[CH:19]=[CH:18][C:17]([C:20]3[C:24]([C:25]4[CH:30]=[CH:29][N:28]=[CH:27][CH:26]=4)=[CH:23][N:22]([CH3:31])[N:21]=3)=[CH:16][CH:15]=2)[CH:3]=1 |f:2.3.4|. Procedure: To a solution of 4-Chloro-2-[4-(1-methyl-4-pyridin-4-yl-1H-pyrazol-3-yl)-phenoxymethyl]-quinoline (125 mg) in methanol (4 mL) was added phenanthroline (78 mg), cesium carbonate (143 mg) and copper iodide (5 mg). The reaction mixture was heated in a microwave reactor at 165° C. with 50 W of power for 20 min. The reaction mixture was filtered through celite and concentrated. Purification via MPLC biotage chromatography, eluting with 5% methanol/1% ammonium hydroxide/methylene chloride provided the... Starting materials: CCOC(=O)N1CCN(C(=O)C(CCC(=O)OC(C)(C)C)NC(=O)c2cc(C(=O)OC)c3ccccc3n2)CC1, C1CCOC1, Cl, [Li+], [OH-], O. Yields the product CCOC(=O)N1CCN(C(=O)C(CCC(=O)OC(C)(C)C)NC(=O)c2cc(C(=O)O)c3ccccc3n2)CC1. RXN SMILES: [CH2:1]([CH3:2])[O:3][C:4](=[O:5])[N:6]1[CH2:7][CH2:8][N:9]([C:12](=[O:13])[CH:14]([CH2:15][CH2:16][C:17](=[O:18])[O:19][C:20]([CH3:21])([CH3:22])[CH3:23])[NH:24][C:25](=[O:26])[c:27]2[n:28][c:29]3[cH:30][cH:31][cH:32][cH:33][c:34]3[c:35]([C:37](=[O:38])[O:39][CH3:40])[cH:36]2)[CH2:10][CH2:11]1.[CH2:44]1[O:45][CH2:46][CH2:47][CH2:48]1.[ClH:43].[Li+:42].[OH-:41].[OH2:49]>>[CH2:1]([CH3:2])[O:3][C:4](=[O:5])[N:6]1[CH2:7][CH2:8][N:9]([C:12](=[O:13])[CH:14]([CH2:15][CH2:16][C:17](=[O:18])[O:19][C:20]([CH3:21])([CH3:22])[CH3:23])[NH:24][C:25](=[O:26])[c:27]2[n:28][c:29]3[cH:30][cH:31][cH:32][cH:33][c:34]3[c:35]([C:37](=[O:38])[OH:39])[cH:36]2)[CH2:10][CH2:11]1. Reactants: ClC1=C(C(=CC=C1)Cl)NS(=O)(=O)C1=NNC(=N1)N (N-(2,6-dichlorophenyl)-5-amino-1,2,4-triazol-3-sulfonamide), C(C)(=O)O (acetic acid), C(CC(=O)C)(=O)OCC (ethyl acetoacetate). Solvent: CO (methanol). Reaction conditions: time 24 hour. Product: ClC1=C(C(=CC=C1)Cl)NS(=O)(=O)C1=NN2C(N=C(C=C2O)C)=N1 (N-(2,6-dichlorophenyl)-7-hydroxy-5-methyl-1,2,4-triazolo-[1,5-a]pyrimidine-2-sulfonamide). Yield: 74.8%. RXN SMILES: [Cl:1][C:2]1[CH:7]=[CH:6][CH:5]=[C:4]([Cl:8])[C:3]=1[NH:9][S:10]([C:13]1[N:17]=[C:16]([NH2:18])[NH:15][N:14]=1)(=[O:12])=[O:11].C(O)(=O)C.[C:23](OCC)(=[O:28])[CH2:24][C:25]([CH3:27])=O>CO>[Cl:8][C:4]1[CH:5]=[CH:6][CH:7]=[C:2]([Cl:1])[C:3]=1[NH:9][S:10]([C:13]1[N:17]=[C:16]2[N:18]=[C:25]([CH3:27])[CH:24]=[C:23]([OH:28])[N:15]2[N:14]=1)(=[O:12])=[O:11]. Procedure details: A solution of 5.0 g (14.3 mmol) of N-(2,6-dichlorophenyl)-5-amino-1,2,4-triazol-3-sulfonamide, 0.5 ml of acetic acid, and 2.0 ml (15.6 mmol) of ethyl acetoacetate in 100 ml of absolute methanol was heated at reflux for 48 hr. After 24 hr a solid began to form. The solution was cooled and the solid collected. After drying, 4.0 g (75 percent) of the desired product was obtained as a white powder; mp 302° C. decomposes. The reactants are ClC1=CC(=C(CN2N=CC3=CC(=CC=C23)C=C2C(NC(S2)=O)=O)C=C1)C(F)(F)F (5-[1-(4-chloro-2-trifluoromethylbenzyl)-1H-indazol-5-ylmethylene]thiazolidine-2,4-dione), C(C)(C)(C)OC(NC1(CCOCC1)CO)=O ((4-hydroxymethyltetrahydro-2H-pyran-4-yl)carbamic acid tert-butyl ester). The product is C(C)(C)(C)OC(NC1(CCOCC1)CN1C(SC(C1=O)=CC=1C=C2C=NN(C2=CC1)CC1=C(C=C(C=C1)Cl)C(F)(F)F)=O)=O ((4-{5-[1-(4-Chloro-2-trifluoromethylbenzyl)-1H-indazol-5-ylmethylene]-2,4-dioxothiazolidin-3-ylmethyl}tetrahydro-2H-pyran-4-yl)carbamic acid tert-butyl ester). Reaction SMILES: [Cl:1][C:2]1[CH:25]=[CH:24][C:5]([CH2:6][N:7]2[C:15]3[C:10](=[CH:11][C:12]([CH:16]=[C:17]4[S:21][C:20](=[O:22])[NH:19][C:18]4=[O:23])=[CH:13][CH:14]=3)[CH:9]=[N:8]2)=[C:4]([C:26]([F:29])([F:28])[F:27])[CH:3]=1.[C:30]([O:34][C:35](=[O:45])[NH:36][C:37]1([CH2:43]O)[CH2:42][CH2:41][O:40][CH2:39][CH2:38]1)([CH3:33])([CH3:32])[CH3:31]>>[C:30]([O:34][C:35](=[O:45])[NH:36][C:37]1([CH2:43][N:19]2[C:18](=[O:23])[C:17](=[CH:16][C:12]3[CH:11]=[C:10]4[C:15](=[CH:14][CH:13]=3)[N:7]([CH2:6][C:5]3[CH:24]=[CH:25][C:2]([Cl:1])=[CH:3][C:4]=3[C:26]([F:27])([F:29])[F:28])[N:8]=[CH:9]4)[S:21][C:20]2=[O:22])[CH2:42][CH2:41][O:40][CH2:39][CH2:38]1)([CH3:33])([CH3:31])[CH3:32]. Procedure details: (4-{5-[1-(4-Chloro-2-trifluoromethylbenzyl)-1H-indazol-5-ylmethylene]-2,4-dioxothiazolidin-3-ylmethyl}tetrahydro-2H-pyran-4-yl)carbamic acid tert-butyl ester was prepared from 5-[1-(4-chloro-2-trifluoromethylbenzyl)-1H-indazol-5-ylmethylene]thiazolidine-2,4-dione and (4-hydroxymethyltetrahydro-2H-pyran-4-yl)carbamic acid tert-butyl ester following General Procedure J. As a reaction SMILES: [C:1]([CH3:2])(=[O:3])[O:4][CH:5]1[CH2:6][C:7]2=[CH:8][CH2:9][CH:10]3[CH:11]4[CH2:12][CH:13]=[C:14]([C:15]([CH3:16])=[O:17])[C:18]4([CH3:26])[CH2:19][CH2:20][CH:21]3[C:22]2([CH3:25])[CH2:23][CH2:24]1.[CH3:27][Al:28]([CH3:29])[CH3:30].[CH3:38][c:39]1[cH:40][cH:41][cH:42][cH:43][cH:44]1.[Cu:45][Br:46].[O:32]1[CH2:33][CH2:34][O:35][CH2:36][CH2:37]1.[OH2:31]>>[C:1]([CH3:2])(=[O:3])[O:4][CH:5]1[CH2:6][C:7]2=[CH:8][CH2:9][CH:10]3[CH:11]4[CH2:12][CH:13]([CH3:27])[CH:14]([C:15]([CH3:16])=[O:17])[C:18]4([CH3:26])[CH2:19][CH2:20][CH:21]3[C:22]2([CH3:25])[CH2:23][CH2:24]1. The product is CC(=O)OC1CCC2(C)C(=CCC3C2CCC2(C)C3CC(C)C2C(C)=O)C1. Starting materials: CC(=O)OC1CCC2(C)C(=CCC3C2CCC2(C)C(C(C)=O)=CCC32)C1, C[Al](C)C, Cc1ccccc1, [Cu]Br, C1COCCO1, O. The reactants are C(=C)C1C(CCC12CCN(CC2)C(=O)OC(C)(C)C)=O (tert-Butyl 1-vinyl-2-oxo-8-azaspiro[4.5]decane-8-carboxylate), [BH4-].[Na+] (sodium borohydride). Run in CO (methanol). Yields the product C(=C)C1C(CCC12CCN(CC2)C(=O)OC(C)(C)C)O (tert-Butyl 1-vinyl-2-hydroxy-8-azaspiro[4.5]decane-8-carboxylate). The yield is 104.6%. Reaction SMILES: [CH:1]([CH:3]1[C:7]2([CH2:12][CH2:11][N:10]([C:13]([O:15][C:16]([CH3:19])([CH3:18])[CH3:17])=[O:14])[CH2:9][CH2:8]2)[CH2:6][CH2:5][C:4]1=[O:20])=[CH2:2].[BH4-].[Na+]>CO>[CH:1]([CH:3]1[C:7]2([CH2:8][CH2:9][N:10]([C:13]([O:15][C:16]([CH3:19])([CH3:18])[CH3:17])=[O:14])[CH2:11][CH2:12]2)[CH2:6][CH2:5][CH:4]1[OH:20])=[CH2:2] |f:1.2|. Reported procedure: A solution of tert-butyl 1-vinyl-2-oxo-8-azaspiro[4.5]decane-8-carboxylate (0.59 g, 2.11 mmol) from Procedure 17, Step B in methanol (6 mL) was cooled to −70° C. and sodium borohydride (0.022 g, 0.60 mmol) was added. The reaction was allowed to warm to room temperature for 3 h and was then quenched with the addition of 1N hydrochloric acid. The mixture was diluted with water and extracted twice with ether. The combined ether layers were washed with brine, dried over sodium sulfate, filtered, and... Reactants: [C-]#N.[K+] (KCN), carboxylic acids, [N+](=O)([O-])C1=CC=C2CCC(C2=C1)C(=O)O (6-nitro-1-indanecarboxylic acid), C(CC(=O)OCC)(=O)OCC (diethyl malonate), C1CCC2=CC=CC=C12 (indane). The product is C(C)(=O)NC1=CC=C2CCC(C2=C1)CC(=O)O (2-(6-acetylaminoindan-1-yl)acetic acid), C(C)(=O)NC1=CC=C2CCC(C2=C1)CCC(=O)O (3-(6-acetylaminoindan-1-yl)propanoic acid), C(C)(=O)NC1=CC=C2CCC(C2=C1)CCCC(=O)O (4-(6-acetylaminoindan-1-yl)butanoic acid). As a reaction SMILES: [N+](C1[CH:12]=[C:11]2C(CC[CH:10]2[C:13]([OH:15])=[O:14])=CC=1)([O-])=O.[C-]#[N:17].[K+].[C:19]([O:27]CC)(=[O:26])[CH2:20][C:21](OCC)=O.[CH2:30]1[C:38]2[C:33](=[CH:34][CH:35]=[CH:36][CH:37]=2)[CH2:32][CH2:31]1>>[C:13]([NH:17][C:36]1[CH:35]=[C:34]2[C:33]([CH2:32][CH2:31][CH:21]2[CH2:20][C:19]([OH:27])=[O:26])=[CH:38][CH:37]=1)(=[O:15])[CH3:10].[C:19]([NH:17][C:36]1[CH:37]=[C:38]2[C:33]([CH2:32][CH2:31][CH:30]2[CH2:11][CH2:10][C:13]([OH:15])=[O:14])=[CH:34][CH:35]=1)(=[O:27])[CH3:20].[C:19]([NH:17][C:36]1[CH:37]=[C:38]2[C:33]([CH2:32][CH2:31][CH:30]2[CH2:12][CH2:11][CH2:10][C:13]([OH:15])=[O:14])=[CH:34][CH:35]=1)(=[O:27])[CH3:20] |f:1.2|. Procedure: 2-(6-acetylaminoindan-1-yl)acetic acid, 3-(6-acetylaminoindan-1-yl)propanoic acid and 4-(6-acetylaminoindan-1-yl)butanoic acid were prepared from 6-nitro-1-indanecarboxylic acid by classical chain elongations by using KCN or diethyl malonate. The methodology is described for an analogous indane serie by R. Gruber et al. Tetrahedron 1974, 30, 3605-10. Alane was used for the reduction of the intermediate carboxylic acids.